Dataset: the Open Reaction Database (ORD), a public repository of structured organic reaction records. Task: describe an organic reaction: reactants, conditions, products, and yield Starting materials: Cn1ccc(NC(=O)c2cc(Oc3ccc(S(C)(=O)=O)cc3)c3c(c2)OC(C)(CO)C3)n1, ClCCl, O=S(=O)(OS(=O)(=O)C(F)(F)F)C(F)(F)F, Cc1cc(C)nc(C)c1. Yields the product Cn1ccc(NC(=O)c2cc(Oc3ccc(S(C)(=O)=O)cc3)c3c(c2)OC(C)(CF)C3)n1. As a reaction SMILES: [CH3:1][n:2]1[n:3][c:4]([NH:7][C:8](=[O:9])[c:10]2[cH:11][c:12]3[c:13]([c:20]([O:22][c:23]4[cH:24][cH:25][c:26]([S:29](=[O:30])(=[O:31])[CH3:32])[cH:27][cH:28]4)[cH:21]2)[CH2:14][C:15]([CH3:17])([CH2:18][OH:19])[O:16]3)[cH:5][cH:6]1.[Cl:57][CH2:58][Cl:59].[F:42][C:43]([F:44])([F:45])[S:46]([O:47][S:48]([C:49]([F:50])([F:51])[F:52])(=[O:53])=[O:54])(=[O:55])=[O:56].[n:33]1[c:34]([CH3:35])[cH:36][c:37]([CH3:38])[cH:39][c:40]1[CH3:41]>>[CH3:1][n:2]1[n:3][c:4]([NH:7][C:8](=[O:9])[c:10]2[cH:11][c:12]3[c:13]([c:20]([O:22][c:23]4[cH:24][cH:25][c:26]([S:29](=[O:30])(=[O:31])[CH3:32])[cH:27][cH:28]4)[cH:21]2)[CH2:14][C:15]([CH3:17])([CH2:18][F:42])[O:16]3)[cH:5][cH:6]1. The reactants are NC(CC)C1(CCC(CC1)O)C1CCOCC1 (4-(1-aminopropyl)-4-(tetrahydropyran-4-yl)-cyclohexanol), C(C1=CC=CC=C1)OC1=NC=CC2=CC(=C(C=C12)Cl)F (1-benzyloxy-7-chloro-6-fluoro-isoquinoline), [H-].[Na+] (sodium hydride). Solvent: CC(=O)N(C)C (dimethyl acetamide), CC(=O)N(C)C (dimethyl acetamide), CC(=O)N(C)C (dimethyl acetamide). Product: C(C1=CC=CC=C1)OC1=NC=CC2=CC(=C(C=C12)Cl)OC1CCC(CC1)(C1CCOCC1)C(CC)N (1-[4-(1-Benzyloxy-7-chloro-isoquinolin-6-yloxy)-1-(tetrahydro-pyran-4-yl)-cyclohexyl]propylamine). Isolated yield 23.5%. Reaction SMILES: [H-].[Na+].[NH2:3][CH:4]([C:7]1([CH:14]2[CH2:19][CH2:18][O:17][CH2:16][CH2:15]2)[CH2:12][CH2:11][CH:10]([OH:13])[CH2:9][CH2:8]1)[CH2:5][CH3:6].[CH2:20]([O:27][C:28]1[C:37]2[C:32](=[CH:33][C:34](F)=[C:35]([Cl:38])[CH:36]=2)[CH:31]=[CH:30][N:29]=1)[C:21]1[CH:26]=[CH:25][CH:24]=[CH:23][CH:22]=1>CC(N(C)C)=O>[CH2:20]([O:27][C:28]1[C:37]2[C:32](=[CH:33][C:34]([O:13][CH:10]3[CH2:11][CH2:12][C:7]([CH:4]([NH2:3])[CH2:5][CH3:6])([CH:14]4[CH2:19][CH2:18][O:17][CH2:16][CH2:15]4)[CH2:8][CH2:9]3)=[C:35]([Cl:38])[CH:36]=2)[CH:31]=[CH:30][N:29]=1)[C:21]1[CH:22]=[CH:23][CH:24]=[CH:25][CH:26]=1 |f:0.1|. Reported procedure: To a suspension of sodium hydride (60%, 167 mg, 4.17 mmol, 3 eq.) in dimethyl acetamide (8 mL) was added a solution of 4-(1-aminopropyl)-4-(tetrahydropyran-4-yl)-cyclohexanol (7,369 mg, 1.53 mmol, 1.1 eq.) in dimethyl acetamide (8 mL). After stirring for 60 min at room temperature a solution of 1-benzyloxy-7-chloro-6-fluoro-isoquinoline (1,400 mg, 1.39 mmol) in dimethyl acetamide (8 mL) was added and stirring was continued first at room temperature, then at 50° C. until the reaction went to comp... Starting materials: C(C)[Mg]Br (ethyl magnesium bromide), COC1=C(C(=O)C2=CC=C(C=C2)OCCCN2C(CCCC2)CC)C=CC=C1 (2-methoxy-4'-[3-(2-ethyl-piperid-1-yl)-propoxy]-benzophenone), [Cl-].[NH4+] (ammonium chloride). Run in CCOCC (ether). Run at time 1 hour. Product: C(C)C1N(CCCC1)CCCOC1=CC=C(C=C1)C(CC)(O)C1=C(C=CC=C1)OC (2-Ethyl-1-[3-[4-[1-(2-methoxyphenyl)-1-hydroxypropyl]-phenoxy]-propyl]-piperidine). Reaction SMILES: [CH2:1]([Mg]Br)[CH3:2].[CH3:5][O:6][C:7]1[CH:32]=[CH:31][CH:30]=[CH:29][C:8]=1[C:9]([C:11]1[CH:16]=[CH:15][C:14]([O:17][CH2:18][CH2:19][CH2:20][N:21]2[CH2:26][CH2:25][CH2:24][CH2:23][CH:22]2[CH2:27][CH3:28])=[CH:13][CH:12]=1)=[O:10].[Cl-].[NH4+]>CCOCC>[CH2:27]([CH:22]1[CH2:23][CH2:24][CH2:25][CH2:26][N:21]1[CH2:20][CH2:19][CH2:18][O:17][C:14]1[CH:13]=[CH:12][C:11]([C:9]([C:8]2[CH:29]=[CH:30][CH:31]=[CH:32][C:7]=2[O:6][CH3:5])([OH:10])[CH2:1][CH3:2])=[CH:16][CH:15]=1)[CH3:28] |f:2.3|. Reported procedure: To 80 ml. of a 2.5 molar ethereal ethyl magnesium bromide solution a solution of 19.1 g. of 2-methoxy-4'-[3-(2-ethyl-piperid-1-yl)-propoxy]-benzophenone in 150 ml. of ether is added dropwise, with stirring at a temperature between 0° C. and 5° C., whereupon the reaction mixture is slightly boiled for one hour. After cooling the mixture is decomposed with a 10% aqueous ammonium chloride solution, and the aqueous phase is extracted with ether. The organic phase is washed to neutral with water, dri... The reactants are CC(C)C(N)C(=O)OC(C)(C)C, [BH3-]C#N, C1CCOC1, CC(=O)O, CO, [Na+], [Na+], O=C([O-])O, O=CCN1C(=O)c2ccccc2C1=O. Yields the product CC(C)C(NCCN1C(=O)c2ccccc2C1=O)C(=O)OC(C)(C)C. As a reaction SMILES: [C:1]([CH3:2])([CH3:3])([CH3:4])[O:5][C:6]([CH:7]([NH2:8])[CH:9]([CH3:10])[CH3:11])=[O:12].[C:31]([BH3-:32])#[N:33].[CH2:42]1[O:43][CH2:44][CH2:45][CH2:46]1.[CH3:13][C:14](=[O:15])[OH:16].[CH3:40][OH:41].[Na+:34].[Na+:39].[O-:35][C:36]([OH:37])=[O:38].[O:17]=[C:18]1[N:19]([CH2:28][CH:29]=[O:30])[C:20](=[O:27])[c:21]2[cH:22][cH:23][cH:24][cH:25][c:26]21>>[C:1]([CH3:2])([CH3:3])([CH3:4])[O:5][C:6]([CH:7]([NH:8][CH2:29][CH2:28][N:19]1[C:18](=[O:17])[c:26]2[c:21]([cH:22][cH:23][cH:24][cH:25]2)[C:20]1=[O:27])[CH:9]([CH3:10])[CH3:11])=[O:12]. Reactants: OCC#CC1=CC=C(C(=O)OC)C=C1 (methyl 4-(3-hydroxy-1-propinyl)benzoate). The reagents and catalysts are [Pd].CC(=O)[O-].CC(=O)[O-].[Pb+2] (Lindlar catalyst), [Pd].CC(=O)[O-].CC(=O)[O-].[Pb+2] (Lindlar catalyst). Solvent: CO (methanol). Run at time 18 hour. The product is OCC=CC1=CC=C(C(=O)OC)C=C1 (methyl 4-(3-hydroxy-1-propenyl)-benzoate). Isolated yield 74.2%. Reaction SMILES: [OH:1][CH2:2][C:3]#[C:4][C:5]1[CH:14]=[CH:13][C:8]([C:9]([O:11][CH3:12])=[O:10])=[CH:7][CH:6]=1>CO.[Pd].CC([O-])=O.CC([O-])=O.[Pb+2]>[OH:1][CH2:2][CH:3]=[CH:4][C:5]1[CH:14]=[CH:13][C:8]([C:9]([O:11][CH3:12])=[O:10])=[CH:7][CH:6]=1 |f:2.3.4.5|. Procedure: To a solution of methyl 4-(3-hydroxy-1-propinyl)benzoate (2 g) in methanol (32 mL) is added Lindlar catalyst (238 mg) and the mixture is stirred under hydrogen gas atmosphere at room temperature for 18 hours. To the reaction mixture is added Lindlar catalyst (90 mg) and the mixture is stirred for 1 hour. The reaction mixture is filtered to remove insoluble materials through Celite. The filtrate is concentrated in vacuo and the residue is purified by column chromatography on silica gel (Solvent; ... Reactants: CC(CC(C)=O)=O (2,4-pentanedione), CCCCC(CC(CCCC)=O)=O (5,7-undecanedione), CC(C)(C(CC(C(C)(C)C)=O)=O)C (2,2,6,6-tetramethyl-3,5-heptanedione), CCC(CC(CC)=O)=O (3,5-heptanedione), BrCCCCCCC(C(C)=O)C(C)=O (3-(6-bromohexyl)-2,4-pentanedione), BrCCCCCCC(C(C(C)(C)C)=O)C(C(C)(C)C)=O (4-(6-bromohexyl)-2,2,6,6-tetramethyl-3,5-heptanedione), BrCCCCCCC(C(CCCC)=O)C(CCCC)=O (6-(6-bromohexyl)-5,7-undecanedione). Product: BrCCCCCCC(C(CC)=O)C(CC)=O (4-(6-Bromohexyl)-3,5-heptanedione). As a reaction SMILES: CCC(=O)CC(=O)CC.CC(=O)CC(=O)C.CCCCC(=O)CC(=O)CCCC.CC(C)(C(=O)CC(=O)C(C)(C)C)C.BrCCCCCCC(C(=O)C)C(=O)C.[Br:57][CH2:58][CH2:59][CH2:60][CH2:61][CH2:62][CH2:63][CH:64]([C:71](=[O:76])[CH2:72][CH2:73]CC)[C:65](=[O:70])[CH2:66][CH2:67]CC.BrCCCCCCC(C(=O)C(C)(C)C)C(=O)C(C)(C)C>>[Br:57][CH2:58][CH2:59][CH2:60][CH2:61][CH2:62][CH2:63][CH:64]([C:65](=[O:70])[CH2:66][CH3:67])[C:71](=[O:76])[CH2:72][CH3:73]. Procedure details: By replacing the 3,5-heptanedione in the foregoing preparation by a molar equivalent amount of 2,4-pentanedione, 5,7-undecanedione or 2,2,6,6-tetramethyl-3,5-heptanedione, it is contemplated that there can be obtained, respectively, 3-(6-bromohexyl)-2,4-pentanedione, 6-(6-bromohexyl)-5,7-undecanedione, or 4-(6-bromohexyl)-2,2,6,6-tetramethyl-3,5-heptanedione. Starting materials: C(C)OC(C(=CN(C)C)C(=O)C1=NC=CC=C1F)=O (3-dimethylamino-2-(3-fluoro-pyridine-2-carbonyl)-acrylic acid ethyl ester), [O-]P(=O)([O-])[O-].[K+].[K+].[K+] (K3PO4), ice water, C1(=C(C=CC=C1)CN)C1=CC=CC=C1 (C-biphenyl-2-yl-methylamine). The solvent is CC(=O)N(C)C (dimethylacetamide). Conditions: temperature 70 celsius, time 14 hour. The product is C(C)OC(=O)C1=CN(C2=CC=CN=C2C1=O)CC1=C(C=CC=C1)C1=CC=CC=C1 (1-biphenyl-2-ylmethyl-4-oxo-1,4-dihydro-[1,5]naphthyridine-3-carboxylic acid ethyl ester). Yield: 39.0%. RXN SMILES: [CH2:1]([O:3][C:4](=[O:19])[C:5]([C:10]([C:12]1[C:17](F)=[CH:16][CH:15]=[CH:14][N:13]=1)=[O:11])=[CH:6][N:7]([CH3:9])C)[CH3:2].[O-]P([O-])([O-])=O.[K+].[K+].[K+].[C:28]1([C:36]2[CH:41]=[CH:40][CH:39]=[CH:38][CH:37]=2)[CH:33]=[CH:32][CH:31]=[CH:30][C:29]=1CN>CC(N(C)C)=O>[CH2:1]([O:3][C:4]([C:5]1[C:10](=[O:11])[C:12]2[C:17](=[CH:16][CH:15]=[CH:14][N:13]=2)[N:7]([CH2:9][C:41]2[CH:40]=[CH:39][CH:38]=[CH:37][C:36]=2[C:28]2[CH:29]=[CH:30][CH:31]=[CH:32][CH:33]=2)[CH:6]=1)=[O:19])[CH3:2] |f:1.2.3.4|. Reported procedure: To a stirred solution of 3-dimethylamino-2-(3-fluoro-pyridine-2-carbonyl)acrylic acid ethyl ester (4) (18 mg, 0.067 mmol) in dimethylacetamide (2 mL) was added K3PO4 (28 mg, 0.14 mmol) followed by C-biphenyl-2-yl-methylamine (5) (11 mg, 0.06 mmol) at room temperature. The mixture was stirred at 70° C. for 14 h. After completion of the reaction, the reaction mixture was poured into ice water and extracted with ethyl acetate. The organic layer was washed with brine, dried over Na2SO4 and concentra... Starting materials: BrCc1ccccc1, O=C([O-])[O-], CCOC(C)=O, CC(C)=O, CCCCCC, Cc1cc(O)c2cc(-c3cccc(C(F)(F)F)c3)nnc2c1, [K+], [K+]. Product: Cc1cc(OCc2ccccc2)c2cc(-c3cccc(C(F)(F)F)c3)nnc2c1. RXN SMILES: [Br:27][CH2:28][c:29]1[cH:30][cH:31][cH:32][cH:33][cH:34]1.[C:35](=[O:36])([O-:37])[O-:38].[C:41]([O:42][CH2:43][CH3:44])(=[O:45])[CH3:46].[CH3:1][C:2](=[O:3])[CH3:4].[CH3:47][CH2:48][CH2:49][CH2:50][CH2:51][CH3:52].[CH3:5][c:6]1[cH:7][c:8]([OH:26])[c:9]2[cH:10][c:11](-[c:16]3[cH:17][c:18]([C:22]([F:23])([F:24])[F:25])[cH:19][cH:20][cH:21]3)[n:12][n:13][c:14]2[cH:15]1.[K+:39].[K+:40]>>[CH3:5][c:6]1[cH:7][c:8]([O:26][CH2:28][c:29]2[cH:30][cH:31][cH:32][cH:33][cH:34]2)[c:9]2[cH:10][c:11](-[c:16]3[cH:17][c:18]([C:22]([F:23])([F:24])[F:25])[cH:19][cH:20][cH:21]3)[n:12][n:13][c:14]2[cH:15]1.